From a dataset of the Open Reaction Database (ORD), a public repository of structured organic reaction records. describe an organic reaction: reactants, conditions, products, and yield Starting materials: C(C)(C)(C)OC(=O)N[C@@H](CC1=CC=CC=C1)[C@H]([C@H](CC(C)C)O)O ((2S,3R,4S)-N-[(tert-Butyloxy)carbonyl]-2-amino-1-phenyl-3,4-dihydroxy-6-methylheptane). Reagents/catalysts: [Rh] (Rh/C). The solvent is CO (MeOH). The product is C(C)(C)(C)OC(=O)N[C@@H](CC1CCCCC1)[C@H]([C@H](CC(C)C)O)O ((2S,3R,4S)-N-[(tert-Butyloxy)carbonyl]-2-amino-1-cyclohexyl-3,4-dihydroxy-6-methylheptane). Reaction SMILES: [C:1]([O:5][C:6]([NH:8][C@H:9]([C@@H:17]([OH:24])[C@@H:18]([OH:23])[CH2:19][CH:20]([CH3:22])[CH3:21])[CH2:10][C:11]1[CH:16]=[CH:15][CH:14]=[CH:13][CH:12]=1)=[O:7])([CH3:4])([CH3:3])[CH3:2]>CO.[Rh]>[C:1]([O:5][C:6]([NH:8][C@H:9]([C@@H:17]([OH:24])[C@@H:18]([OH:23])[CH2:19][CH:20]([CH3:21])[CH3:22])[CH2:10][CH:11]1[CH2:12][CH2:13][CH2:14][CH2:15][CH2:16]1)=[O:7])([CH3:2])([CH3:3])[CH3:4]. Procedure: The diol of Example 3, 0.27 g, was reduced in MeOH with 60 psi H2 at 60° in 3 hrs using 5% Rh/C catalyst. After filtering, the solvent was stripped off and the 0.27 g of white crystals were recrystallized from CH2Cl2 -hexane to furnish tiny needles of the title compound, 0.19 g, mp 126°-128°; further recrystallization gave mp 128.5°-129.5° Rf (ether): single spot, 0.8.